This data is from the Open Reaction Database (ORD), a public repository of structured organic reaction records. The task is: describe an organic reaction: reactants, conditions, products, and yield RXN SMILES: [CH2:37]1[O:38][CH2:39][CH2:40][CH2:41]1.[CH:14]([CH3:15])([CH3:16])[O:17][c:18]1[cH:19][c:20]([C:21](=[O:22])[O:23][CH:24]([CH3:25])[CH3:26])[cH:27][c:28]([O:30][CH:31]([CH3:32])[CH3:33])[cH:29]1.[CH:1]([O:2][O:3][C:4](=[O:5])[c:6]1[cH:7][cH:8][cH:9][cH:10][cH:11]1)([CH3:12])[CH3:13].[ClH:36].[Li+:34].[OH-:35].[OH2:42]>>[CH:14]([CH3:15])([CH3:16])[O:17][c:18]1[cH:19][c:20]([C:21](=[O:22])[OH:23])[cH:27][c:28]([O:30][CH:31]([CH3:32])[CH3:33])[cH:29]1. Product: CC(C)Oc1cc(OC(C)C)cc(C(=O)O)c1. Reactants: C1CCOC1, CC(C)OC(=O)c1cc(OC(C)C)cc(OC(C)C)c1, CC(C)OOC(=O)c1ccccc1, Cl, [Li+], [OH-], O. Starting materials: C(C1=CC=CC=C1)OC(CN(CC1(CCCCC1)OC)C(=O)OC(C)(C)C)=O (2-{tert-butyloxycarbonyl[(1-methoxycyclohexyl)methyl]amino}acetic acid benzyl ester), [Li+].[OH-] (LiOH), C(C1=CC=CC=C1)OC(CN(CC1(CCCCC1)OC)C(=O)OC(C)(C)C)=O (2-{tert-butyloxycarbonyl[(1-methoxycyclohexyl)methyl]amino}acetic acid benzyl ester). Solvent: C1CCOC1.O (THF H2O). Conditions: time 20 hour. The product is C(C)(C)(C)OC(=O)N(CC(=O)O)CC1(CCCCC1)OC (2-{tert-butyloxycarbonyl[(1-methoxycyclohexyl)methyl]amino}acetic acid). Isolated yield 58.2%. As a reaction SMILES: C([O:8][C:9](=[O:28])[CH2:10][N:11]([C:21]([O:23][C:24]([CH3:27])([CH3:26])[CH3:25])=[O:22])[CH2:12][C:13]1([O:19][CH3:20])[CH2:18][CH2:17][CH2:16][CH2:15][CH2:14]1)C1C=CC=CC=1.[Li+].[OH-]>C1COCC1.O>[C:24]([O:23][C:21]([N:11]([CH2:12][C:13]1([O:19][CH3:20])[CH2:18][CH2:17][CH2:16][CH2:15][CH2:14]1)[CH2:10][C:9]([OH:28])=[O:8])=[O:22])([CH3:27])([CH3:26])[CH3:25] |f:1.2,3.4|. Reported procedure: The latter ester (1.25 g) was dissolved in THF/H2O (3:2,25 mL). After LiOH (0.30 g, 12.9 mol) was added, the mixture was stirred at room temperature for 20 h. The mixture was concentrated under reduced pressure. H2O (13 mL) was added to the residue. The resulting solution was washed with EtOAc, rendered acidic by the addition of aqueous 1M HCl and extracted with EtOAc (3×). The combined EtOAc extracts were washed with brine, dried (Na2SO4) and concentrated to dryness to give the acetic acid deri...